Dataset: the Open Reaction Database (ORD), a public repository of structured organic reaction records. Task: describe an organic reaction: reactants, conditions, products, and yield The reactants are [OH-].[Na+] (Sodium hydroxide), Cl (hydrogen chloride), FC=1C=C(C[C@@H]2N(CC[C@@H](C2)C(CC(=O)OCC)=O)C(=O)OC)C=CC1F (Cis-methyl 2-(3,4-difluorobenzyl)-4-(3-ethoxy-3-oxopropanoyl)piperidine-1-carboxylate), NO (Hydroxylamine). Run in O (water), CO (MeOH). Reaction conditions: temperature -40 celsius, time 20 minute. The product is FC=1C=C(C[C@@H]2N(CC[C@@H](C2)C2=CC(NO2)=O)C(=O)OC)C=CC1F (Cis-methyl 2-(3,4-difluorobenzyl)-4-(3-oxo-2,3-dihydroisoxazol-5-yl)piperidine-1-carboxylate). The yield is 66.4%. As a reaction SMILES: [F:1][C:2]1[CH:3]=[C:4]([CH:24]=[CH:25][C:26]=1[F:27])[CH2:5][C@H:6]1[CH2:11][C@@H:10]([C:12](=[O:19])[CH2:13][C:14](OCC)=[O:15])[CH2:9][CH2:8][N:7]1[C:20]([O:22][CH3:23])=[O:21].[OH-].[Na+].[NH2:30]O.Cl>CO.O>[F:1][C:2]1[CH:3]=[C:4]([CH:24]=[CH:25][C:26]=1[F:27])[CH2:5][C@H:6]1[CH2:11][C@@H:10]([C:12]2[O:19][NH:30][C:14](=[O:15])[CH:13]=2)[CH2:9][CH2:8][N:7]1[C:20]([O:22][CH3:23])=[O:21] |f:1.2|. Procedure details: Cis-methyl 2-(3,4-difluorobenzyl)-4-(3-ethoxy-3-oxopropanoyl)piperidine-1-carboxylate (2.233 g, 5.82 mmol) was dissolved in MeOH (20 mL) and cooled to −40° C. under nitrogen. Sodium hydroxide (0.233 g, 5.82 mmol) dissolved in water (2.000 mL) was added during 10 min and the yellow solution continued to stir at −40° C. for 20 min. Hydroxylamine (50% by weight in water, 0.357 mL, 5.82 mmol) was added during 8 min. The resulting solution was stirred at −40° C. for 3 h. The mixture was then rapidly ... Starting materials: C[N+]1([O-])CCOCC1, CCC[N+](CCC)(CCC)CCC, ClCCl, O=[Ru](=O)(=O)[O-], OCC#Cc1cccc2ccccc12. The product is O=CC#Cc1cccc2ccccc12. As a reaction SMILES: [CH3:15][N+:16]1([O-:17])[CH2:18][CH2:19][O:20][CH2:21][CH2:22]1.[CH3:31][CH2:32][CH2:33][N+:34]([CH2:35][CH2:36][CH3:37])([CH2:38][CH2:39][CH3:40])[CH2:41][CH2:42][CH3:43].[Cl:23][CH2:24][Cl:25].[O-:26][Ru:27](=[O:28])(=[O:29])=[O:30].[c:1]1([C:11]#[C:12][CH2:13][OH:14])[cH:2][cH:3][cH:4][c:5]2[cH:6][cH:7][cH:8][cH:9][c:10]12>>[c:1]1([C:11]#[C:12][CH:13]=[O:14])[cH:2][cH:3][cH:4][c:5]2[cH:6][cH:7][cH:8][cH:9][c:10]12. Reactants: CN1CCC(N2CCCCc3cc(Br)ccc32)CC1, C1CCOC1, C[Si](C)(C)[N-][Si](C)(C)C, Cl, [Li+], [Na+], O=C(C=Cc1ccccc1)C=Cc1ccccc1, O=C(C=Cc1ccccc1)C=Cc1ccccc1, O=C(C=Cc1ccccc1)C=Cc1ccccc1, [OH-], [Pd], [Pd]. The product is CN1CCC(N2CCCCc3cc(N)ccc32)CC1. As a reaction SMILES: [Br:1][c:2]1[cH:3][c:4]2[c:5]([cH:18][cH:19]1)[N:6]([CH:11]1[CH2:12][CH2:13][N:14]([CH3:17])[CH2:15][CH2:16]1)[CH2:7][CH2:8][CH2:9][CH2:10]2.[CH2:33]1[O:34][CH2:35][CH2:36][CH2:37]1.[CH3:21][Si:22]([N-:25][Si:23]([CH3:24])([CH3:26])[CH3:27])([CH3:28])[CH3:29].[ClH:30].[Li+:20].[Na+:32].[O:40]=[C:41]([CH:42]=[CH:43][c:44]1[cH:45][cH:46][cH:47][cH:48][cH:49]1)[CH:50]=[CH:51][c:52]1[cH:53][cH:54][cH:55][cH:56][cH:57]1.[O:58]=[C:59]([CH:60]=[CH:61][c:62]1[cH:63][cH:64][cH:65][cH:66][cH:67]1)[CH:68]=[CH:69][c:70]1[cH:71][cH:72][cH:73][cH:74][cH:75]1.[O:76]=[C:77]([CH:78]=[CH:79][c:80]1[cH:81][cH:82][cH:83][cH:84][cH:85]1)[CH:86]=[CH:87][c:88]1[cH:89][cH:90][cH:91][cH:92][cH:93]1.[OH-:31].[Pd:38].[Pd:39]>>[c:2]1([NH2:25])[cH:3][c:4]2[c:5]([cH:18][cH:19]1)[N:6]([CH:11]1[CH2:12][CH2:13][N:14]([CH3:17])[CH2:15][CH2:16]1)[CH2:7][CH2:8][CH2:9][CH2:10]2. Procedure: The reaction of 3-chloro-3-phenylprop-2-enenitrile, sodium selenide and chloroacetonitrile as described earlier gave the product as a brown color solid (4.8 g, 53%), mp 162-164° C. (decomp). 1H NMR (400 MHz, CDCl3): δ 7.46-7.49 (2H, m), 7.37-7.39 (3H, m), 7.01 (1H, s), 4.55 (2H, br s). The product is NC1=C([Se]C(=C1)C1=CC=CC=C1)C#N (3-Amino-5-phenylselenophene-2-carbonitrile). RXN SMILES: Cl[C:2]([C:6]1[CH:11]=[CH:10][CH:9]=[CH:8][CH:7]=1)=[CH:3][C:4]#[N:5].[Se-2:12].[Na+].[Na+].Cl[CH2:16][C:17]#[N:18]>>[NH2:5][C:4]1[CH:3]=[C:2]([C:6]2[CH:11]=[CH:10][CH:9]=[CH:8][CH:7]=2)[Se:12][C:16]=1[C:17]#[N:18] |f:1.2.3|. Reactants: ClC(=CC#N)C1=CC=CC=C1 (3-chloro-3-phenylprop-2-enenitrile), [Se-2].[Na+].[Na+] (sodium selenide), ClCC#N (chloroacetonitrile). The yield is 53.0%. Starting materials: O[C@H]1CN(CC1)C1=NC=C(C(=O)NC2=CC=C(C=C2)C(C(F)(F)F)(F)F)C=C1C1=CC=NN1COCC[Si](C)(C)C ((R)-6-(3-hydroxypyrrolidin-1-yl)-N-(4-(perfluoroethyl)phenyl)-5-(1-((2-(trimethylsilyl)ethoxy)methyl)-1H-pyrazol-5-yl)nicotinamide), C=C (ethylene), CCCC[N+](CCCC)(CCCC)CCCC.[F-] (TBAF), C1CCOC1 (THF). Conditions: temperature 80 celsius, time 20 hour. The product is O[C@H]1CN(CC1)C1=NC=C(C(=O)NC2=CC=C(C=C2)C(C(F)(F)F)(F)F)C=C1C1=CC=NN1 ((R)-6-(3-Hydroxypyrrolidin-1-yl)-N-(4-(perfluoroethyl)phenyl)-5-(1H-pyrazol-5-yl)nicotinamide). Reaction SMILES: [OH:1][C@@H:2]1[CH2:6][CH2:5][N:4]([C:7]2[C:28]([C:29]3[N:33](COCC[Si](C)(C)C)[N:32]=[CH:31][CH:30]=3)=[CH:27][C:10]([C:11]([NH:13][C:14]3[CH:19]=[CH:18][C:17]([C:20]([F:26])([F:25])[C:21]([F:24])([F:23])[F:22])=[CH:16][CH:15]=3)=[O:12])=[CH:9][N:8]=2)[CH2:3]1.C=C.CCCC[N+](CCCC)(CCCC)CCCC.[F-].C1COCC1>>[OH:1][C@@H:2]1[CH2:6][CH2:5][N:4]([C:7]2[C:28]([C:29]3[NH:33][N:32]=[CH:31][CH:30]=3)=[CH:27][C:10]([C:11]([NH:13][C:14]3[CH:15]=[CH:16][C:17]([C:20]([F:26])([F:25])[C:21]([F:22])([F:23])[F:24])=[CH:18][CH:19]=3)=[O:12])=[CH:9][N:8]=2)[CH2:3]1 |f:2.3|. Reported procedure: A mixture of (R)-6-(3-hydroxypyrrolidin-1-yl)-N-(4-(perfluoroethyl)phenyl)-5-(1-((2-(trimethylsilyl)ethoxy)methyl)-1H-pyrazol-5-yl)nicotinamide (Stage 16.1, 68 mg, 0.114 mmol) and ethylene damien (38.4 μL, 0.569 mmol) in a MW vial and sealed under an argon atmosphere 1 M TBAF in THF (1.707 mL, 1.707 mmol) was added and the RM was stirred at 80° C. for 20 h. The solvent was evaporated off under reduced pressure and the residue was dissolved in EtOAc (40 mL), washed 3 times with sat. aq. NaHCO3 an... Starting materials: O=C([O-])[O-], CC1(C)Cc2cccc(O)c2O1, ClCCCCOc1c(Cl)cc(OCc2ccccc2)cc1Cl, [K+], [K+], CN(C)C=O, O. The product is CC1(C)Cc2cccc(OCCCCOc3c(Cl)cc(OCc4ccccc4)cc3Cl)c2O1. RXN SMILES: [C:35](=[O:36])([O-:37])[O-:38].[CH3:23][C:24]1([CH3:34])[CH2:25][c:26]2[c:27]([c:29]([OH:33])[cH:30][cH:31][cH:32]2)[O:28]1.[Cl:1][c:2]1[c:3]([O:17][CH2:18][CH2:19][CH2:20][CH2:21][Cl:22])[c:4]([Cl:16])[cH:5][c:6]([O:8][CH2:9][c:10]2[cH:11][cH:12][cH:13][cH:14][cH:15]2)[cH:7]1.[K+:39].[K+:40].[O:42]=[CH:43][N:44]([CH3:45])[CH3:46].[OH2:41]>>[Cl:1][c:2]1[c:3]([O:17][CH2:18][CH2:19][CH2:20][CH2:21][O:33][c:29]2[c:27]3[c:26]([cH:32][cH:31][cH:30]2)[CH2:25][C:24]([CH3:23])([CH3:34])[O:28]3)[c:4]([Cl:16])[cH:5][c:6]([O:8][CH2:9][c:10]2[cH:11][cH:12][cH:13][cH:14][cH:15]2)[cH:7]1.